From a dataset of the Open Reaction Database (ORD), a public repository of structured organic reaction records. describe an organic reaction: reactants, conditions, products, and yield Reactants: C(C)(=O)OCC1=CC=C(O1)C(=O)O (5-acetoxymethylfuran-2-carboxylic acid), C (charcoal). The solvent is C(C)(=O)OCC (ethyl acetate). Product: C(C)(=O)OCC1CCC(O1)C(=O)O ((2RS,5SR)-5-Acetoxymethyltetrahydrofuran-2-carboxylic acid). Yield: 71.2%. Reaction SMILES: [C:1]([O:4][CH2:5][C:6]1[O:10][C:9]([C:11]([OH:13])=[O:12])=[CH:8][CH:7]=1)(=[O:3])[CH3:2].C>C(OCC)(=O)C>[C:1]([O:4][CH2:5][CH:6]1[O:10][CH:9]([C:11]([OH:13])=[O:12])[CH2:8][CH2:7]1)(=[O:3])[CH3:2]. Reported procedure: A solution of 5-acetoxymethylfuran-2-carboxylic acid (5.00g) in ethyl acetate (250ml) was stirred with decolourising charcoal (5.0g) for 10mins. The mixture was filtered through Kieselguhr and the residue was washed with ethyl acetate (30ml). The combined filtrates were hydrogenated over 5% rhodium on carbon (2.5g) until hydrogen uptake ceased. The mixture was filtered through Kieselguhr and the residue was washed with ethyl acetate (30ml). The combined filtrates were evaporated to give the titl... Reaction SMILES: [N:1]1[CH:6]=[CH:5][C:4](B(O)O)=[CH:3][CH:2]=1.C([O-])([O-])=O.[K+].[K+].Cl[C:17]1[CH:18]=[CH:19][CH:20]=[C:21]2[C:26]=1[C:25](=[O:27])[N:24]([CH2:28][CH2:29][C:30]1[CH:39]=[CH:38][C:37]3[C:32](=[CH:33][CH:34]=[CH:35][CH:36]=3)[N:31]=1)[N:23]=[CH:22]2.O>O1CCOCC1.C1C=CC(P(C2C=CC=CC=2)[C-]2C=CC=C2)=CC=1.C1C=CC(P(C2C=CC=CC=2)[C-]2C=CC=C2)=CC=1.Cl[Pd]Cl.[Fe+2]>[N:1]1[CH:6]=[CH:5][C:4]([C:17]2[CH:18]=[CH:19][CH:20]=[C:21]3[C:26]=2[C:25](=[O:27])[N:24]([CH2:28][CH2:29][C:30]2[CH:39]=[CH:38][C:37]4[C:32](=[CH:33][CH:34]=[CH:35][CH:36]=4)[N:31]=2)[N:23]=[CH:22]3)=[CH:3][CH:2]=1 |f:1.2.3,7.8.9.10|. Reaction conditions: temperature 100 celsius. Reactants: ClC=1C=CC=C2C=NN(C(C12)=O)CCC1=NC2=CC=CC=C2C=C1 (8-chloro-2-(2-quinolin-2-yl-ethyl)-2H-phthalazin-1-one), O (water), N1=CC=C(C=C1)B(O)O (pyridin-4-ylboronic acid), C(=O)([O-])[O-].[K+].[K+] (K2CO3). The solvent is O1CCOCC1 (1,4-dioxane). The reagents and catalysts are C1=CC=C(C=C1)P([C-]2C=CC=C2)C3=CC=CC=C3.C1=CC=C(C=C1)P([C-]2C=CC=C2)C3=CC=CC=C3.Cl[Pd]Cl.[Fe+2] (PdCl2(dppf)). Product: N1=CC=C(C=C1)C=1C=CC=C2C=NN(C(C12)=O)CCC1=NC2=CC=CC=C2C=C1 (8-(Pyridin-4-yl)-2-[2-(quinolin-2-yl)ethyl]phthalazin-1(2H)-one), crude product. Procedure details: A reaction tube was charged with pyridin-4-ylboronic acid (0.223 mmol), K2CO3 (61.7 mg, 0.447 mmol) under a dry nitrogen atmosphere. A solution of 8-chloro-2-(2-quinolin-2-yl-ethyl)-2H-phthalazin-1-one (50 mg, 0.186 mmol) in 1,4-dioxane (5 mL) along with PdCl2(dppf) (5.45 mg, 7.45 μmol) was added. After addition of water (1 mL), the resulting mixture was heated at 100° C. overnight. After removal of the solvent under reduced pressure, the title compound was obtained as a crude product. It was pu... Starting materials: CO, Cl, Nc1nc(Nc2ccccc2)nc2c1nc(Br)n2Cc1ccccc1, N. Yields the product Nc1nc(Nc2ccccc2)nc2c1nc(O)n2Cc1ccccc1. RXN SMILES: [CH3:27][OH:28].[ClH:29].[NH2:1][c:2]1[c:3]2[n:4][c:5]([Br:25])[n:6]([CH2:18][c:19]3[cH:20][cH:21][cH:22][cH:23][cH:24]3)[c:7]2[n:8][c:9]([NH:11][c:12]2[cH:13][cH:14][cH:15][cH:16][cH:17]2)[n:10]1.[NH3:26]>>[NH2:1][c:2]1[c:3]2[n:4][c:5]([OH:28])[n:6]([CH2:18][c:19]3[cH:20][cH:21][cH:22][cH:23][cH:24]3)[c:7]2[n:8][c:9]([NH:11][c:12]2[cH:13][cH:14][cH:15][cH:16][cH:17]2)[n:10]1. The reactants are N[C@H]1C(N(CCCC1)C(=O)NC1CCC1)=O ((3R)-3-amino-N-cyclobutylhexahydro-2-oxo-1H-azepine-1-carboxamide), ClC(=O)OC1=CC=C(C=C1)[N+](=O)[O-] (p-nitrophenyl chloroformate), C(C)(C)N(CC)C(C)C (diisopropyl(ethyl)amine), CC(C)(C)OC(N[C@@H]1C(N(CCCC1)C(=O)NC1CCC1)=O)=O ([(3S)-1-[(cyclobutylamino)carbonyl]hexahydro-2-oxo-1H-azepin-3-yl] carbamic acid-1,1-dimethylethyl ester), C(=O)(C(F)(F)F)O (TFA), ClC1=CC=C2C(=CC(=NC2=C1)N)N1CCNCC1 (7-chloro-4-(1-piperazinyl)-2-quinolinamine). Yields the product NC1=NC2=CC(=CC=C2C(=C1)N1CCN(CC1)C(=O)N[C@@H]1C(N(CCCC1)C(=O)NC1CCC1)=O)Cl ((3S)-3-[[[4-(2-Amino-7-chloro-4-quinolinyl)-1-piperazinyl]carbonyl]amino]-N-cyclobutylhexahydro-2-oxo-1H-azepine-1-carboxamide). RXN SMILES: N[C@@H]1CCCCN(C(NC2CCC2)=O)C1=O.CC(O[C:22](=[O:39])[NH:23][C@H:24]1[CH2:30][CH2:29][CH2:28][CH2:27][N:26]([C:31]([NH:33][CH:34]2[CH2:37][CH2:36][CH2:35]2)=[O:32])[C:25]1=[O:38])(C)C.C(O)(C(F)(F)F)=O.ClC(OC1C=CC([N+]([O-])=O)=CC=1)=O.C(N(C(C)C)CC)(C)C.[Cl:69][C:70]1[CH:79]=[C:78]2[C:73]([C:74]([N:81]3[CH2:86][CH2:85][NH:84][CH2:83][CH2:82]3)=[CH:75][C:76]([NH2:80])=[N:77]2)=[CH:72][CH:71]=1>>[NH2:80][C:76]1[CH:75]=[C:74]([N:81]2[CH2:82][CH2:83][N:84]([C:22]([NH:23][C@H:24]3[CH2:30][CH2:29][CH2:28][CH2:27][N:26]([C:31]([NH:33][CH:34]4[CH2:35][CH2:36][CH2:37]4)=[O:32])[C:25]3=[O:38])=[O:39])[CH2:85][CH2:86]2)[C:73]2[C:78](=[CH:79][C:70]([Cl:69])=[CH:71][CH:72]=2)[N:77]=1. Procedure details: As described example 78, (3R)-3-amino-N-cyclobutylhexahydro-2-oxo-1H-azepine-1-carboxamide by de-protection of [(3S)-1-[(cyclobutylamino)carbonyl]hexahydro-2-oxo-1H-azepin-3-yl] carbamic acid-1,1-dimethylethyl ester with TFA, p-nitrophenyl chloroformate, diisopropyl(ethyl)amine, and 7-chloro-4-(1-piperazinyl)-2-quinolinamine are reacted to afford the product. 1HNMR (DMSO-d6): δ 1.24 (br. s, 1H), 1.5–1.9 (m, 7H), 2.2 (m, 2H), 2.99 (m, 4H), 3.6 (m, 4H), 4.17 (m, 1H), 4.52 (m, 1H), 4.66 (t, 1H), 6.... Starting materials: C(C1=CC=CC=C1)N1C2=NC(=NC(=C2N=C1)N)Cl (9-benzyl-2-chloro-9H-adenine), IR(KBr), C(C1=CC=CC=C1)N1C2=NC(=NC(=C2N=C1)N)OCCC (9-benzyl-2-n-propoxy-9H-adenine), ( ε12,800 ), sodium n-propoxide, Cl (hydrochloric acid), ( ε8,800 ). Solvent: C(CC)O (n-propanol), C(CC)O (n-propanol). Product: C(C1=CC=CC=C1)N1C2=NC(=NC(=C2N=C1)Cl)Cl (9-Benzyl-2,6-dichloro-9H-purine). As a reaction SMILES: [CH2:1]([N:8]1[CH:16]=[N:15][C:14]2[C:9]1=[N:10][C:11]([Cl:18])=[N:12][C:13]=2N)[C:2]1[CH:7]=[CH:6][CH:5]=[CH:4][CH:3]=1.[ClH:19].C(N1C=NC2C1=NC(OCCC)=NC=2N)C1C=CC=CC=1>C(O)CC>[CH2:1]([N:8]1[CH:16]=[N:15][C:14]2[C:9]1=[N:10][C:11]([Cl:18])=[N:12][C:13]=2[Cl:19])[C:2]1[CH:7]=[CH:6][CH:5]=[CH:4][CH:3]=1. Procedure details: A mixture of 9-benzyl-2-chloro-9H-adenine (130 mg., 0.5 mmole) and 1.25 ml. of 1 N sodium n-propoxide in n-propanol in 13 ml. of n-propanol is refluxed overnight, neutralized with hydrochloric acid and evaporated in vacuo. Trituration of residual material with water provides 118 mg. of crude product which crystallized from aqueous ethanol affords 90 mg. (64%) of analytically pure 9-benzyl-2-n-propoxy-9H-adenine, m.p. 178°-180° C. (dec.). IR(KBr): 3280, 3130, 2970, 1660, 1595, 1405, 1350, 1330, 1... Reaction SMILES: [C:1]([O:7][CH2:8][CH:9]([C:15]1[C:20]([CH3:21])=[CH:19][C:18]([N+:22]([O-])=O)=[CH:17][C:16]=1[Br:25])[O:10][C:11]([CH3:14])([CH3:13])[CH3:12])(=[O:6])[C:2]([CH3:5])([CH3:4])[CH3:3]>CCO.CCOC(C)=O.[Pt]>[C:1]([O:7][CH2:8][C@H:9]([C:15]1[C:20]([CH3:21])=[CH:19][C:18]([NH2:22])=[CH:17][C:16]=1[Br:25])[O:10][C:11]([CH3:12])([CH3:13])[CH3:14])(=[O:6])[C:2]([CH3:3])([CH3:4])[CH3:5]. Reaction conditions: time 2 hour. The reagents and catalysts are [Pt] (Pt/C), [Pt] (Pt/C). Procedure details: To a solution of S)-2-(2-bromo-6-methyl-4-nitrophenyl)-2-tert-butoxyethyl pivalate (9 g, 21.63 mmol) in EtOH (50 ml) and EtOAc (50 ml) was added Pt/C (1.5 g), attached with a balloon of H2. More Pt/C (500 mg) was added after 3 h. Then the reaction mixture was stirred at rt for another 2 h. The reaction mixture was filtered over celite, concentrated down to give product (S)-2-(4-amino-2-bromo-6-methylphenyl)-2-tert-butoxyethyl pivalate (65G) and went to next step without purification. To a soluti... Product: C(C(C)(C)C)(=O)OC[C@@H](OC(C)(C)C)C1=C(C=C(C=C1C)N)Br ((S)-2-(4-amino-2-bromo-6-methylphenyl)-2-tert-butoxyethyl pivalate). Solvent: CCO (EtOH), CCOC(=O)C (EtOAc). The reactants are C(C(C)(C)C)(=O)OCC(OC(C)(C)C)C1=C(C=C(C=C1C)[N+](=O)[O-])Br (2-(2-bromo-6-methyl-4-nitrophenyl)-2-tert-butoxyethyl pivalate). The reactants are O=C1N(CSC1)C(C(=O)O)C (2-(4-oxo-3-thiazolidinyl)propionic acid), CC1=C(N)C(=CC=C1)C (2.6-dimethylaniline), C1(CCCCC1)N=C=NC1CCCCC1 (dicyclohexylcarbodiimide). Solvent: C(Cl)(Cl)Cl (chloroform). Yields the product CC1=C(C(=CC=C1)C)NC(C(C)N1CSCC1=O)=O (N-(2,6-dimethylphenyl)-2-(4-oxo-3-thiazolidinyl)propionamide). Isolated yield 45.7%. RXN SMILES: [O:1]=[C:2]1[CH2:6][S:5][CH2:4][N:3]1[CH:7]([CH3:11])[C:8]([OH:10])=O.[CH3:12][C:13]1[CH:19]=[CH:18][CH:17]=[C:16]([CH3:20])[C:14]=1[NH2:15].C1(N=C=NC2CCCCC2)CCCCC1>C(Cl)(Cl)Cl>[CH3:12][C:13]1[CH:19]=[CH:18][CH:17]=[C:16]([CH3:20])[C:14]=1[NH:15][C:8](=[O:10])[CH:7]([N:3]1[C:2](=[O:1])[CH2:6][S:5][CH2:4]1)[CH3:11]. Procedure: A mixture of 2-(4-oxo-3-thiazolidinyl)propionic acid (2.00 g), 2.6-dimethylaniline (1.38 g), and dicyclohexylcarbodiimide (2.35 g) in chloroform (15 ml) was refluxed for 48 hours. The resultant precipitate was removed by filtration and the filtrate was evaporated in vacuo. The residue was triturated with diethyl ether and recrystallized from ethanol to give N-(2,6-dimethylphenyl)-2-(4-oxo-3-thiazolidinyl)propionamide (1.45 g) as colorless prisms.